From a dataset of the Open Reaction Database (ORD), a public repository of structured organic reaction records. describe an organic reaction: reactants, conditions, products, and yield The product is CNSC1=C(C=C(C=C1)[N+](=O)[O-])C(Cl)(Cl)Cl (N-methyl-4-nitro-2-trichloromethylphenylsulfenamide). Conditions: temperature 25 celsius, time 6 hour. RXN SMILES: [CH3:1][NH2:2].[N+:3]([C:6]1[CH:11]=[CH:10][C:9]([S:12]Cl)=[C:8]([C:14]([Cl:17])([Cl:16])[Cl:15])[CH:7]=1)([O-:5])=[O:4]>C(OCC)C>[CH3:1][NH:2][S:12][C:9]1[CH:10]=[CH:11][C:6]([N+:3]([O-:5])=[O:4])=[CH:7][C:8]=1[C:14]([Cl:17])([Cl:16])[Cl:15]. Reactants: CN (methylamine), [N+](=O)([O-])C1=CC(=C(C=C1)SCl)C(Cl)(Cl)Cl (4-nitro-2-trichloromethylbenzenesulfenyl chloride). The solvent is C(C)OCC (diethyl ether). Yield: 85.0%. Procedure: At 0° C., 10 liters of methylamine is passed into a solution of 61.4 g of 4-nitro-2-trichloromethylbenzenesulfenyl chloride in 200 ml of diethyl ether. After the mixture has been stirred for 6 hours at 25° C., it is poured onto ice water, and the aqueous phase is separated and evaporated to dryness. There is obtained 51 g (85% of theory) of N-methyl-4-nitro-2-trichloromethylphenylsulfenamide as an oil (nD20 :1.6610).